From a dataset of the Open Reaction Database (ORD), a public repository of structured organic reaction records. describe an organic reaction: reactants, conditions, products, and yield Starting materials: C(C)(C)(C)OC(NC1=C(C=C(C=C1)C1=C(C=CC(=C1)F)F)NC(CC(=O)C1=CC(=CC=C1)C#N)=O)=O ({3-[3-(3-cyano-phenyl)-3-oxo-propionylamino]-2′,5′-difluoro-biphenyl-4-yl}-carbamic acid tert.-butyl ester), C(=O)(C(F)(F)F)O (TFA). The solvent is C(Cl)Cl (CH2Cl2). Product: FC1=C(C=C(C=C1)F)C1=CC2=C(N=C(CC(N2)=O)C=2C=C(C#N)C=CC2)C=C1 (3-[7-(2,5-Difluoro-phenyl)-4-oxo-4,5-dihydro-3H-benzo[b][1,4]diazepin-2-yl]-benzonitrile). RXN SMILES: C(OC(=O)[NH:7][C:8]1[CH:13]=[CH:12][C:11]([C:14]2[CH:19]=[C:18]([F:20])[CH:17]=CC=2F)=[CH:10][C:9]=1[NH:22][C:23](=[O:35])[CH2:24][C:25]([C:27]1[CH:32]=[CH:31][CH:30]=[C:29]([C:33]#[N:34])[CH:28]=1)=O)(C)(C)C.[C:37](O)([C:39]([F:42])(F)F)=O>C(Cl)Cl>[F:42][C:39]1[CH:37]=[CH:17][C:18]([F:20])=[CH:19][C:14]=1[C:11]1[CH:12]=[CH:13][C:8]2[N:7]=[C:25]([C:27]3[CH:28]=[C:29]([CH:30]=[CH:31][CH:32]=3)[C:33]#[N:34])[CH2:24][C:23](=[O:35])[NH:22][C:9]=2[CH:10]=1. Procedure details: Prepared from {3-[3-(3-cyano-phenyl)-3-oxo-propionylamino]-2′,5′-difluoro-biphenyl-4-yl}-carbamic acid tert.-butyl ester (Example K92) by treatment with TFA in CH2Cl2 according to the general procedure M. Obtained as a light yellow solid (49 mg). Starting materials: C(C1=CC=CC=C1)OC([C@@H](N(N=[N+]=[N-])C(=O)OC(C)(C)C)C)=O (Boc-Azidoalanine benzyl ester), C(#C)P(OCC)(OCC)=O (Diethyl Ethynylphosphonate), [N-]=[N+]=[N-] (azide), alkyne, resultant solution, η4-cyclooctadiene. The solvent is C1(=CC=CC=C1)C (toluene), C1(=CC=CC=C1)C (toluene). Conditions: time 1.5 hour. Product: C(C)(C)(C)OC(=O)N[C@H](C(=O)O)CN1N=NC=C1P(=O)(OCC)OCC ((S)-2-(tert-butoxycarbonylamino)-3-(5-(diethoxyphosphoryl)-1H-1,2,3-triazol-1-yl)propanoic acid). Reaction SMILES: C([O:8][C:9](=[O:23])[C@H:10]([CH3:22])[N:11]([C:15]([O:17][C:18]([CH3:21])([CH3:20])[CH3:19])=[O:16])N=[N+]=[N-])C1C=CC=CC=1.[C:24]([P:26](=[O:33])([O:30][CH2:31][CH3:32])[O:27][CH2:28][CH3:29])#[CH:25].[N-:34]=[N+:35]=[N-:36]>C1(C)C=CC=CC=1>[C:18]([O:17][C:15]([NH:11][C@@H:10]([CH2:22][N:34]1[C:24]([P:26]([O:30][CH2:31][CH3:32])([O:27][CH2:28][CH3:29])=[O:33])=[CH:25][N:36]=[N:35]1)[C:9]([OH:8])=[O:23])=[O:16])([CH3:19])([CH3:20])[CH3:21]. Procedure details: Boc-azidoalanine benzyl ester 11 (360 mg, 1.13 mmol) and diethyl ethynylphosphonate 9 (370 mg, 2.26 mmol) were dissolved in dry toluene (4 mL) in a round bottom flask and degassed by free-pump-thaw (3 cycles). In a separate round bottom flask equipped with a magnetic stir bar, Cp*Ru(COD)Cl wherein COD is η4-cyclooctadiene (65 mg, 0.15 mmol) and Cp* is η5-C5Me5 was dissolved in degassed toluene (3 mL) under argon atmosphere. To this, the solution of the azide and alkyne was added dropwise via a c...